This data is from the Open Reaction Database (ORD), a public repository of structured organic reaction records. The task is: describe an organic reaction: reactants, conditions, products, and yield Reactants: N#Cc1ccc2[nH]c(C(=O)O)cc2c1, CCOC(C)=O, Cl, Cl, NC(Cc1ccccc1)C(=O)N1CCSC1. Product: N#Cc1ccc2[nH]c(C(=O)NC(Cc3ccccc3)C(=O)N3CCSC3)cc2c1. Reaction SMILES: [C:18](#[N:19])[c:20]1[cH:21][c:22]2[cH:23][c:24]([C:29](=[O:30])[OH:31])[nH:25][c:26]2[cH:27][cH:28]1.[CH3:32][CH2:33][O:34][C:35](=[O:36])[CH3:37].[ClH:1].[ClH:38].[NH2:2][CH:3]([C:4](=[O:5])[N:6]1[CH2:7][S:8][CH2:9][CH2:10]1)[CH2:11][c:12]1[cH:13][cH:14][cH:15][cH:16][cH:17]1>>[NH:2]([CH:3]([C:4](=[O:5])[N:6]1[CH2:7][S:8][CH2:9][CH2:10]1)[CH2:11][c:12]1[cH:13][cH:14][cH:15][cH:16][cH:17]1)[C:29]([c:24]1[cH:23][c:22]2[cH:21][c:20]([C:18]#[N:19])[cH:28][cH:27][c:26]2[nH:25]1)=[O:30]. Starting materials: CN(/C=C/C(=O)C1=NN(C=CC1=O)C1=CC=C(C=C1)OC(F)(F)F)C (3-((E)-3-Dimethylamino-acryloyl)-1-(4-trifluoromethoxy-phenyl)-1H-pyridazin-4-one), N(N)C=1C=C(C=CC1)S(=O)(=O)N(C)C (3-hydrazino-N,N-dimethyl-benzenesulfonamide). Product: CN(S(=O)(=O)C1=CC(=CC=C1)N1N=CC=C1C1=NN(C=CC1=O)C1=CC=C(C=C1)OC(F)(F)F)C (N,N-Dimethyl-3-{5-[4-oxo-1-(4-trifluoromethoxy-phenyl)-1,4-dihydro-pyridazin-3-yl]-pyrazol-1-yl}-benzenesulfonamide). RXN SMILES: CN(C)/[CH:3]=[CH:4]/[C:5]([C:7]1[C:12](=[O:13])[CH:11]=[CH:10][N:9]([C:14]2[CH:19]=[CH:18][C:17]([O:20][C:21]([F:24])([F:23])[F:22])=[CH:16][CH:15]=2)[N:8]=1)=O.[NH:26]([C:28]1[CH:29]=[C:30]([S:34]([N:37]([CH3:39])[CH3:38])(=[O:36])=[O:35])[CH:31]=[CH:32][CH:33]=1)[NH2:27]>>[CH3:38][N:37]([CH3:39])[S:34]([C:30]1[CH:31]=[CH:32][CH:33]=[C:28]([N:26]2[C:5]([C:7]3[C:12](=[O:13])[CH:11]=[CH:10][N:9]([C:14]4[CH:15]=[CH:16][C:17]([O:20][C:21]([F:23])([F:24])[F:22])=[CH:18][CH:19]=4)[N:8]=3)=[CH:4][CH:3]=[N:27]2)[CH:29]=1)(=[O:36])=[O:35]. Procedure: The product was obtained starting from 3-((E)-3-Dimethylamino-acryloyl)-1-(4-trifluoromethoxy-phenyl)-1H-pyridazin-4-one (A-8) and 3-hydrazino-N,N-dimethyl-benzenesulfonamide according to the method described for example 91.